Dataset: the Open Reaction Database (ORD), a public repository of structured organic reaction records. Task: describe an organic reaction: reactants, conditions, products, and yield Reactants: CC(C)(C)OC(=O)N1CCC(c2ncc(OCc3ccccc3)cn2)C(O)C1, CO. The product is CC(C)(C)OC(=O)N1CCC(c2ncc(O)cn2)C(O)C1. RXN SMILES: [CH2:1]([c:2]1[cH:3][cH:4][cH:5][cH:6][cH:7]1)[O:8][c:9]1[cH:10][n:11][c:12]([CH:15]2[CH:16]([OH:28])[CH2:17][N:18]([C:21](=[O:22])[O:23][C:24]([CH3:25])([CH3:26])[CH3:27])[CH2:19][CH2:20]2)[n:13][cH:14]1.[CH3:29][OH:30]>>[OH:8][c:9]1[cH:10][n:11][c:12]([CH:15]2[CH:16]([OH:28])[CH2:17][N:18]([C:21](=[O:22])[O:23][C:24]([CH3:25])([CH3:26])[CH3:27])[CH2:19][CH2:20]2)[n:13][cH:14]1. As a reaction SMILES: [C:1]([C:5]1[O:9][N:8]=[C:7]([NH:10][C:11]([NH:13][C:14]2[CH:19]=[CH:18][CH:17]=[C:16]([S:20][C:21]3[C:30]4[C:25](=[CH:26][C:27]([O:33][CH2:34][CH2:35][CH2:36]Cl)=[C:28]([O:31][CH3:32])[CH:29]=4)[N:24]=[CH:23][N:22]=3)[CH:15]=2)=[O:12])[CH:6]=1)([CH3:4])([CH3:3])[CH3:2].[CH3:38][N:39]1[CH2:44][CH2:43][NH:42][CH2:41][CH2:40]1.C(N(C(C)C)CC)(C)C>CN(C=O)C.[I-].C([N+](CCCC)(CCCC)CCCC)CCC>[C:1]([C:5]1[O:9][N:8]=[C:7]([NH:10][C:11]([NH:13][C:14]2[CH:19]=[CH:18][CH:17]=[C:16]([S:20][C:21]3[C:30]4[C:25](=[CH:26][C:27]([O:33][CH2:34][CH2:35][CH2:36][N:42]5[CH2:43][CH2:44][N:39]([CH3:38])[CH2:40][CH2:41]5)=[C:28]([O:31][CH3:32])[CH:29]=4)[N:24]=[CH:23][N:22]=3)[CH:15]=2)=[O:12])[CH:6]=1)([CH3:4])([CH3:3])[CH3:2] |f:4.5|. The product is C(C)(C)(C)C1=CC(=NO1)NC(=O)NC1=CC(=CC=C1)SC1=NC=NC2=CC(=C(C=C12)OC)OCCCN1CCN(CC1)C (1-(5-tert-butylisoxazol-3-yl)-3-(3-(6-methoxy-7-(3-(4-methylpiperazin-1-yl)propoxy)quinazolin-4-ylthio)phenyl)urea). Procedure: To a solution of 1-(5-tert-butyl-isoxazol-3-yl)-3-{3-[7-(3-chloro-propoxy)-6-methoxy-quinazolin-4-ylsulfanyl]-phenyl}-urea from Example 72A (200 mg, 0.368 mmol) in DMF (3 mL) was added N-methyl piperazine (0.122 mL, 1.104 mmol) followed by diisopropyl ethylamine (0.192 mL, 1.104 mmol) and tetrabutyl ammonium iodide (136.2 mg, 0.368 mmol). The reaction mixture was heated at 60° C. for 24 h. Formation of the product was determined by LCMS. The crude reaction mixture was purified by preparative HPL... Starting materials: C(C)(C)(C)C1=CC(=NO1)NC(=O)NC1=CC(=CC=C1)SC1=NC=NC2=CC(=C(C=C12)OC)OCCCCl (1-(5-tert-butyl-isoxazol-3-yl)-3-{3-[7-(3-chloro-propoxy)-6-methoxy-quinazolin-4-ylsulfanyl]-phenyl}-urea), CN1CCNCC1 (N-methyl piperazine), C(C)(C)N(CC)C(C)C (diisopropyl ethylamine). The reagents and catalysts are [I-].C(CCC)[N+](CCCC)(CCCC)CCCC (tetrabutyl ammonium iodide). Run in CN(C)C=O (DMF). The yield is 32.3%. Run at temperature 60 celsius. Reactants: ClC=1C=C2C(C(=O)OC2=O)=CC1Cl (4,5-dichlorophthalic anhydride), NCCCCN1CCN(CC1)C1=NC=C(C=N1)C1=CC=CC=C1 (1-(4-aminobutyl)-4-(5-phenyl-2-pyrimidinyl)piperazine). Run in N1=CC=CC=C1 (pyridine). Product: C1(=CC=CC=C1)C=1C=NC(=NC1)N1CCN(CC1)CCCCN1C(C2=CC(=C(C=C2C1=O)Cl)Cl)=O (2-(4-(4-(5-phenyl-2-pyrimidinyl)-1-piperazinyl)butyl)-5,6-dichloroisoindole-1,3(2H)dione). Reaction SMILES: [Cl:1][C:2]1[CH:3]=[C:4]2[C:9](=[O:10])[O:8][C:6](=O)[C:5]2=[CH:11][C:12]=1[Cl:13].[NH2:14][CH2:15][CH2:16][CH2:17][CH2:18][N:19]1[CH2:24][CH2:23][N:22]([C:25]2[N:30]=[CH:29][C:28]([C:31]3[CH:36]=[CH:35][CH:34]=[CH:33][CH:32]=3)=[CH:27][N:26]=2)[CH2:21][CH2:20]1>N1C=CC=CC=1>[C:31]1([C:28]2[CH:29]=[N:30][C:25]([N:22]3[CH2:21][CH2:20][N:19]([CH2:18][CH2:17][CH2:16][CH2:15][N:14]4[C:6](=[O:8])[C:5]5[C:4](=[CH:3][C:2]([Cl:1])=[C:12]([Cl:13])[CH:11]=5)[C:9]4=[O:10])[CH2:24][CH2:23]3)=[N:26][CH:27]=2)[CH:32]=[CH:33][CH:34]=[CH:35][CH:36]=1. Procedure details: 0.005 mol of 4,5-dichlorophthalic anhydride and 0.005 mol of 1-(4-aminobutyl)-4-(5-phenyl-2-pyrimidinyl)piperazine in 20 ml of absolute pyridine are boiled under reflux, under an atmosphere of N2, for several hours. After cooling, the product which has crystallised out is filtered off and washed with isopropyl ether. Reactants: CCOC(C)=O, Cc1nn(-c2ccccc2)c(Sc2cc(Cl)cc(Cl)c2)c1C=Cc1ccccc1. Product: Cc1nn(-c2ccccc2)c(Sc2cc(Cl)cc(Cl)c2)c1CCc1ccccc1. Reaction SMILES: [CH3:30][CH2:31][O:32][C:33](=[O:34])[CH3:35].[Cl:1][c:2]1[cH:3][c:4]([S:9][c:10]2[c:11]([CH:22]=[CH:23][c:24]3[cH:25][cH:26][cH:27][cH:28][cH:29]3)[c:12]([CH3:21])[n:13][n:14]2-[c:15]2[cH:16][cH:17][cH:18][cH:19][cH:20]2)[cH:5][c:6]([Cl:8])[cH:7]1>>[Cl:1][c:2]1[cH:3][c:4]([S:9][c:10]2[c:11]([CH2:22][CH2:23][c:24]3[cH:25][cH:26][cH:27][cH:28][cH:29]3)[c:12]([CH3:21])[n:13][n:14]2-[c:15]2[cH:16][cH:17][cH:18][cH:19][cH:20]2)[cH:5][c:6]([Cl:8])[cH:7]1. Reactants: ClCCCl, Cc1cn(C(C)C)c2cc(-c3ccc(F)c(CN(C)C)c3)cc(C(=O)O)c12, CN1CCOCC1, Cl, Cc1cc(C)c(CN)c(=O)[nH]1, CN(C)C=O, On1nnc2cccnc21. Product: Cc1cc(C)c(CNC(=O)c2cc(-c3ccc(F)c(CN(C)C)c3)cc3c2c(C)cn3C(C)C)c(=O)[nH]1. RXN SMILES: [CH2:57]([Cl:58])[CH2:59][Cl:60].[CH3:1][N:2]([CH3:3])[CH2:4][c:5]1[cH:6][c:7](-[c:12]2[cH:13][c:14]([C:25](=[O:26])[OH:27])[c:15]3[c:16]([CH3:24])[cH:17][n:18]([CH:21]([CH3:22])[CH3:23])[c:19]3[cH:20]2)[cH:8][cH:9][c:10]1[F:11].[CH3:50][N:51]1[CH2:52][CH2:53][O:54][CH2:55][CH2:56]1.[ClH:39].[NH2:28][CH2:29][c:30]1[c:31](=[O:38])[nH:32][c:33]([CH3:37])[cH:34][c:35]1[CH3:36].[O:61]=[CH:62][N:63]([CH3:64])[CH3:65].[OH:40][n:41]1[c:42]2[n:43][cH:44][cH:45][cH:46][c:47]2[n:48][n:49]1>>[CH3:1][N:2]([CH3:3])[CH2:4][c:5]1[cH:6][c:7](-[c:12]2[cH:13][c:14]([C:25](=[O:26])[NH:28][CH2:29][c:30]3[c:31](=[O:38])[nH:32][c:33]([CH3:37])[cH:34][c:35]3[CH3:36])[c:15]3[c:16]([CH3:24])[cH:17][n:18]([CH:21]([CH3:22])[CH3:23])[c:19]3[cH:20]2)[cH:8][cH:9][c:10]1[F:11]. The reactants are [BH4-], CCO, [Na+], C1CCOC1, O=Cc1ccc(C2OCCO2)cn1, O. Yields the product OCc1ccc(C2OCCO2)cn1. Reaction SMILES: [BH4-:22].[CH3:1][CH2:2][OH:3].[Na+:23].[O:4]1[CH2:5][CH2:6][CH2:7][CH2:8]1.[O:9]1[CH:10]([c:14]2[cH:15][cH:16][c:17]([CH:20]=[O:21])[n:18][cH:19]2)[O:11][CH2:12][CH2:13]1.[OH2:24]>>[O:9]1[CH:10]([c:14]2[cH:15][cH:16][c:17]([CH2:20][OH:21])[n:18][cH:19]2)[O:11][CH2:12][CH2:13]1.